From a dataset of the Open Reaction Database (ORD), a public repository of structured organic reaction records. describe an organic reaction: reactants, conditions, products, and yield The reactants are C(C)O/C=C/C1=NC(=NC=C1)SC (4-[(E)-2-ethoxyvinyl]-2-(methylthio)pyrimidine), BrN1C(CCC1=O)=O (N-bromosuccinimide), COC(C1=C(N=CC=C1)N)=O (2-aminonicotinic acid methylester). The solvent is O1CCOCC1 (1,4-dioxane), O (water). Conditions: time 1 hour. Yields the product CSC1=NC=CC(=N1)C1=CN=C2N1C=CC=C2C(=O)OC (methyl 3-[2-(methylthio)-4-pyrimidinyl]imidazo[1,2-a]pyridine-8-carboxylate). Isolated yield 50.7%. RXN SMILES: C(O/[CH:4]=[CH:5]/[C:6]1[CH:11]=[CH:10][N:9]=[C:8]([S:12][CH3:13])[N:7]=1)C.BrN1C(=O)CCC1=O.[CH3:22][O:23][C:24](=[O:32])[C:25]1[CH:30]=[CH:29][CH:28]=[N:27][C:26]=1[NH2:31]>O1CCOCC1.O>[CH3:13][S:12][C:8]1[N:7]=[C:6]([C:5]2[N:27]3[CH:28]=[CH:29][CH:30]=[C:25]([C:24]([O:23][CH3:22])=[O:32])[C:26]3=[N:31][CH:4]=2)[CH:11]=[CH:10][N:9]=1. Reported procedure: 137.2 mg of the 4-[(E)-2-ethoxyvinyl]-2-(methylthio)pyrimidine [25-2] was dissolved in a mixture solvent of 5 mL of 1,4-dioxane and 2 mL of water, and 124.1 mg of N-bromosuccinimide was added thereto. After stirring at room temperature for 1 hour, 106 mg of the 2-aminonicotinic acid methylester [25-1] was added, and stirred at 85° C. for 1 hour. The reaction mixture was concentrated under reduced pressure, and the residue was purified by preparative thin layer chromatography, to obtain 106.1 mg ...